From a dataset of the Open Reaction Database (ORD), a public repository of structured organic reaction records. describe an organic reaction: reactants, conditions, products, and yield Reactants: N1CCC(CC1)=O (4-piperidone), Cl.N1=CC=C(C=C1)CCl (4-picolyl chloride hydrochloride). The product is N1=CC=C(C=C1)CN1CCC(CC1)=O (1-(4-Pyridinylmethyl)-4-piperidone). RXN SMILES: [NH:1]1[CH2:6][CH2:5][C:4](=[O:7])[CH2:3][CH2:2]1.Cl.[N:9]1[CH:14]=[CH:13][C:12]([CH2:15]Cl)=[CH:11][CH:10]=1>>[N:9]1[CH:14]=[CH:13][C:12]([CH2:15][N:1]2[CH2:6][CH2:5][C:4](=[O:7])[CH2:3][CH2:2]2)=[CH:11][CH:10]=1 |f:1.2|. Procedure: 1-(4-Pyridinylmethyl)-4-piperidone is prepared from 4-piperidone and 4-picolyl chloride hydrochloride essentially as described above in Example 38, Scheme C, step a. The reactants are O=C1OC(c2ccccc2)(c2ccccc2)CC(O)=C1Br, C1CCNCC1, ClCCl, Sc1ccccc1. Product: O=C1OC(c2ccccc2)(c2ccccc2)CC(O)=C1Sc1ccccc1. RXN SMILES: [Br:1][C:2]1=[C:7]([OH:8])[CH2:6][C:5]([c:9]2[cH:10][cH:11][cH:12][cH:13][cH:14]2)([c:15]2[cH:16][cH:17][cH:18][cH:19][cH:20]2)[O:4][C:3]1=[O:21].[CH2:29]1[CH2:30][CH2:31][NH:32][CH2:33][CH2:34]1.[Cl:35][CH2:36][Cl:37].[SH:22][c:23]1[cH:24][cH:25][cH:26][cH:27][cH:28]1>>[C:2]1([S:22][c:23]2[cH:24][cH:25][cH:26][cH:27][cH:28]2)=[C:7]([OH:8])[CH2:6][C:5]([c:9]2[cH:10][cH:11][cH:12][cH:13][cH:14]2)([c:15]2[cH:16][cH:17][cH:18][cH:19][cH:20]2)[O:4][C:3]1=[O:21].